This data is from the Open Reaction Database (ORD), a public repository of structured organic reaction records. The task is: describe an organic reaction: reactants, conditions, products, and yield The reactants are C(C)(=O)O (acetic acid), C(C1=CC=CC=C1)NC=1C(=CC=C(C1)SC1=C2C=CN=CC2=CC=C1)N (N2-Benzyl-4-(5-isoquinolylsulfanyl)-1,2-benzenediamine), [Cl-].[Na+] (sodium chloride). Run in Cl (hydrochloric acid). The product is C(C1=CC=CC=C1)N1C(=NC2=C1C=C(C=C2)SC2=C1C=CN=CC1=CC=C2)C (1-benzyl-6-(5-isoquinolylsulfanyl)-2-methyl-1H-benzo[d]imidazole). Yield: 43.3%. As a reaction SMILES: [CH2:1]([NH:8][C:9]1[C:10]([NH2:26])=[CH:11][CH:12]=[C:13]([S:15][C:16]2[CH:25]=[CH:24][CH:23]=[C:22]3[C:17]=2[CH:18]=[CH:19][N:20]=[CH:21]3)[CH:14]=1)[C:2]1[CH:7]=[CH:6][CH:5]=[CH:4][CH:3]=1.[C:27](O)(=O)[CH3:28].[Cl-].[Na+]>Cl>[CH2:1]([N:8]1[C:9]2[CH:14]=[C:13]([S:15][C:16]3[CH:25]=[CH:24][CH:23]=[C:22]4[C:17]=3[CH:18]=[CH:19][N:20]=[CH:21]4)[CH:12]=[CH:11][C:10]=2[N:26]=[C:27]1[CH3:28])[C:2]1[CH:7]=[CH:6][CH:5]=[CH:4][CH:3]=1 |f:2.3|. Procedure: N2-Benzyl-4-(5-isoquinolylsulfanyl)-1,2-benzenediamine 730 mg (2.0 mmol) was dissolved in 4N hydrochloric acid 20 ml, acetic acid 0.3 ml was added, and the mixture was heated and refluxed overnight. 40% sodium chloride was added to obtain an alkaline solution, and the solution was extracted with ethyl acetate. The organic layer was dried over anhydrous magnesium sulfate and concentrated under reduced pressure. The resulting residue was purified by silica gel column chromatography (chloroform: ac... The reactants are O=S(=O)(Cl)NC1CCCCC1, Nc1ccc2oc(-c3ccc4c(c3)OCO4)c(O)c(=O)c2c1, O, c1ccncc1. Yields the product O=c1c(O)c(-c2ccc3c(c2)OCO3)oc2ccc(NS(=O)(=O)NC3CCCCC3)cc12. RXN SMILES: [CH:23]1([NH:29][S:30](=[O:31])(=[O:32])[Cl:33])[CH2:24][CH2:25][CH2:26][CH2:27][CH2:28]1.[NH2:1][c:2]1[cH:3][c:4]2[c:5](=[O:22])[c:6]([OH:21])[c:7](-[c:12]3[cH:13][c:14]4[c:15]([cH:19][cH:20]3)[O:16][CH2:17][O:18]4)[o:8][c:9]2[cH:10][cH:11]1.[OH2:40].[cH:34]1[cH:35][cH:36][n:37][cH:38][cH:39]1>>[NH:1]([c:2]1[cH:3][c:4]2[c:5](=[O:22])[c:6]([OH:21])[c:7](-[c:12]3[cH:13][c:14]4[c:15]([cH:19][cH:20]3)[O:16][CH2:17][O:18]4)[o:8][c:9]2[cH:10][cH:11]1)[S:30]([NH:29][CH:23]1[CH2:24][CH2:25][CH2:26][CH2:27][CH2:28]1)(=[O:31])=[O:32]. Reactants: Cl (Hydrogen chloride), CN1C(=NC(=CC1=O)C1=CC=NC=C1)N1CC(CC1)C1=CC=CC=C1 (3-methyl-2-(3-phenyl-pyrrolidin-1-yl)-6-pyridin-4-yl-3H-pyrimidin-4-one). Run in C(C)(=O)OCC (ethyl acetate), CO (methanol). Run at time 15 minute. Yields the product Cl.CN1C(=NC(=CC1=O)C1=CC=NC=C1)N1CC(CC1)C1=CC=CC=C1 (3-methyl-2-(3-phenyl-pyrrolidin-1-yl)-6-pyridin-4-yl-3H-pyrimidin-4-one hydrochloride). Isolated yield 97.0%. RXN SMILES: [ClH:1].[CH3:2][N:3]1[C:8](=[O:9])[CH:7]=[C:6]([C:10]2[CH:15]=[CH:14][N:13]=[CH:12][CH:11]=2)[N:5]=[C:4]1[N:16]1[CH2:20][CH2:19][CH:18]([C:21]2[CH:26]=[CH:25][CH:24]=[CH:23][CH:22]=2)[CH2:17]1>C(OCC)(=O)C.CO>[ClH:1].[CH3:2][N:3]1[C:8](=[O:9])[CH:7]=[C:6]([C:10]2[CH:15]=[CH:14][N:13]=[CH:12][CH:11]=2)[N:5]=[C:4]1[N:16]1[CH2:20][CH2:19][CH:18]([C:21]2[CH:26]=[CH:25][CH:24]=[CH:23][CH:22]=2)[CH2:17]1 |f:4.5|. Procedure: Hydrogen chloride (4N) in ethyl acetate (6 ml) was added to a solution of 3-methyl-2-(3-phenyl-pyrrolidin-1-yl)-6-pyridin-4-yl-3H-pyrimidin-4-one (576 mg, 1.73 mmol) in methanol (3 ml) and the mixture was stirred for 15 minutes. Azeotropic removal of the solvents and excess hydrogen chloride afforded 3-methyl-2-(3-phenyl-pyrrolidin-1-yl)-6-pyridin-4-yl-3H-pyrimidin-4-one hydrochloride (621 mg, 97%). RXN SMILES: [CH2:1]([C:3]1[S:22][C:6]2[NH:7][C:8](=[O:21])[N:9]([CH2:12][CH2:13][C:14]3[CH:19]=[CH:18][C:17]([F:20])=[CH:16][CH:15]=3)[C:10](=[O:11])[C:5]=2[CH:4]=1)[CH3:2].Br[CH2:24][C:25]1[CH:30]=[CH:29][C:28]([C:31]2[CH:36]=[CH:35][CH:34]=[CH:33][C:32]=2[C:37]2[N:41]=[C:40](C(Cl)(Cl)Cl)[O:39][N:38]=2)=[CH:27][CH:26]=1.C(=O)([O-])[O-:47].[K+].[K+]>C(#N)C>[CH2:1]([C:3]1[S:22][C:6]2[N:7]([CH2:24][C:25]3[CH:30]=[CH:29][C:28]([C:31]4[CH:36]=[CH:35][CH:34]=[CH:33][C:32]=4[C:37]4[NH:41][C:40](=[O:47])[O:39][N:38]=4)=[CH:27][CH:26]=3)[C:8](=[O:21])[N:9]([CH2:12][CH2:13][C:14]3[CH:19]=[CH:18][C:17]([F:20])=[CH:16][CH:15]=3)[C:10](=[O:11])[C:5]=2[CH:4]=1)[CH3:2] |f:2.3.4|. Run in C(C)#N (acetonitrile). The yield is 42.9%. Starting materials: C(C)C1=CC2=C(NC(N(C2=O)CCC2=CC=C(C=C2)F)=O)S1 (6-ethyl-3-[2-(4-fluorophenyl)ethyl]thieno[2,3-d]pyrimidine-2,4(1H,3H)-dione), BrCC1=CC=C(C=C1)C1=C(C=CC=C1)C1=NOC(=N1)C(Cl)(Cl)Cl (3-[4′-(bromomethyl)biphenyl-2-yl]-5-(trichloromethyl)-1,2,4-oxadiazole), C([O-])([O-])=O.[K+].[K+] (potassium carbonate). Reaction conditions: temperature 50 celsius, time 2 hour. Procedure: A mixture of 6-ethyl-3-[2-(4-fluorophenyl)ethyl]thieno[2,3-d]pyrimidine-2,4(1H,3H)-dione (0.3 g), 3-[4′-(bromomethyl)biphenyl-2-yl]-5-(trichloromethyl)-1,2,4-oxadiazole (0.49 g), potassium carbonate (0.16 g) and acetonitrile (30 mL) was stirred at 50° C. for 2 hr. Insoluble material was filtered off, and the solvent was evaporated under reduced pressure. The obtained residue was purified by silica gel column chromatography and dissolved in tetrahydrofuran (5 mL) and acetone (5 mL). 1N Aqueous so... The product is C(C)C1=CC2=C(N(C(N(C2=O)CCC2=CC=C(C=C2)F)=O)CC2=CC=C(C=C2)C2=C(C=CC=C2)C2=NOC(N2)=O)S1 (6-ethyl-3-[2-(4-fluorophenyl)ethyl]-1-{[2′-(5-oxo-4,5-dihydro-1,2,4-oxadiazol-3-yl)biphenyl-4-yl]methyl}thieno[2,3-d]pyrimidine-2,4(1H,3H)-dione).